The task is: describe an organic reaction: reactants, conditions, products, and yield. This data is from the Open Reaction Database (ORD), a public repository of structured organic reaction records. Reactants: C(CCCCCC)OC=1C(=CC=2C(=CCC(C2C1)(C)C)C)NC1=CC=C(C(=O)OCC)C=C1 (ethyl 4-(3-n-heptyloxy-5,5,8-trimethyl-5,6-dihydronaphthalen-2-ylamino)benzoate), C(CCCCCC)OC=1C(=CC=2C(=CCC(C2C1)(C)C)C)NC1=CC=C(C(=O)OCC)C=C1 (ethyl 4-(3-n-heptyloxy-5,5,8-trimethyl-5,6-dihydronaphthalen-2-ylamino)benzoate), C(CC)=O (propionaldehyde). Product: C(CCCCC)OC=1C(=CC=2C(=CCC(C2C1)(C)C)C)N(C1=CC=C(C(=O)OCC)C=C1)CCC (Ethyl 4-[ (3-n-hexyloxy-5,5,8-trimethyl-5,6-dihydronaphthalen-2-yl)-n-propylamino]benzoate). Isolated yield 100.0%. Reaction SMILES: [CH2:1]([O:8][C:9]1[C:10]([NH:22][C:23]2[CH:33]=[CH:32][C:26]([C:27]([O:29][CH2:30][CH3:31])=[O:28])=[CH:25][CH:24]=2)=[CH:11][C:12]2[C:13]([CH3:21])=[CH:14][CH2:15][C:16]([CH3:20])([CH3:19])[C:17]=2[CH:18]=1)[CH2:2][CH2:3][CH2:4][CH2:5][CH2:6]C.[CH:34](=O)[CH2:35][CH3:36]>>[CH2:1]([O:8][C:9]1[C:10]([N:22]([CH2:34][CH2:35][CH3:36])[C:23]2[CH:24]=[CH:25][C:26]([C:27]([O:29][CH2:30][CH3:31])=[O:28])=[CH:32][CH:33]=2)=[CH:11][C:12]2[C:13]([CH3:21])=[CH:14][CH2:15][C:16]([CH3:20])([CH3:19])[C:17]=2[CH:18]=1)[CH2:2][CH2:3][CH2:4][CH2:5][CH3:6]. Procedure: Following General Procedure P, ethyl 4-(3-n-heptyloxy-5,5,8-trimethyl-5,6-dihydronaphthalen-2-ylamino)benzoate (Compound 113, 0.024 g, 0.05 mmol) was reacted with propionaldehyde to afford 0.026 g (100%) of the title compound as a yellow oil.